describe an organic reaction: reactants, conditions, products, and yield From a dataset of the Open Reaction Database (ORD), a public repository of structured organic reaction records. The reactants are C[Si](C)(C)Cl (trimethylsilylchloride), [I-].[Na+] (sodium iodide), C(C)#N (acetonitrile), OC(CCC1=C(N=C(S1)C1=CC=C(C=C1)C(F)(F)F)C)C1=CC(=C(OCC(=O)OCC)C=C1)C (ethyl [4-(1-hydroxy-3-{4-methyl-2-[4-(trifluoromethyl)phenyl]-1,3-thiazol-5-yl}propyl)-2-methylphenoxy]acetate), OC(CCC1=C(N=C(S1)C1=CC=C(C=C1)C(F)(F)F)C)C1=CC(=C(OCC(=O)OCC)C=C1)C (ethyl [4-(1-hydroxy-3-{4-methyl-2-[4-(trifluoromethyl)phenyl]-1,3-thiazol-5-yl}propyl)-2-methylphenoxy]acetate). Run in C1CCCCC1 (cyclohexane). Reaction conditions: temperature 21 celsius, time 18 hour. Yields the product C(C)OC(COC1=C(C=C(C=C1)CCCC1=C(N=C(S1)C1=CC=C(C=C1)C(F)(F)F)C)C)=O (ethyl[2-methyl-4-(3-{4-methyl-2-[4-(trifluoromethyl)phenyl]-1,3-thiazol-5-yl}propyl)phenoxy]acetate). RXN SMILES: C[Si](Cl)(C)C.[I-].[Na+].C(#N)C.O[CH:12]([C:31]1[CH:43]=[CH:42][C:34]([O:35][CH2:36][C:37]([O:39][CH2:40][CH3:41])=[O:38])=[C:33]([CH3:44])[CH:32]=1)[CH2:13][CH2:14][C:15]1[S:19][C:18]([C:20]2[CH:25]=[CH:24][C:23]([C:26]([F:29])([F:28])[F:27])=[CH:22][CH:21]=2)=[N:17][C:16]=1[CH3:30]>C1CCCCC1>[CH2:40]([O:39][C:37](=[O:38])[CH2:36][O:35][C:34]1[CH:42]=[CH:43][C:31]([CH2:12][CH2:13][CH2:14][C:15]2[S:19][C:18]([C:20]3[CH:21]=[CH:22][C:23]([C:26]([F:28])([F:27])[F:29])=[CH:24][CH:25]=3)=[N:17][C:16]=2[CH3:30])=[CH:32][C:33]=1[CH3:44])[CH3:41] |f:1.2|. Procedure: To a stirred mixture of trimethylsilylchloride (0.15 ml), sodium iodide (0.175 g) and acetonitrile (0.061 ml) was added a solution of ethyl [4-(1-hydroxy-3-{4-methyl-2-[4-(trifluoromethyl)phenyl]-1,3-thiazol-5-yl}propyl)-2-methylphenoxy]acetate (intermediate 12, 0.096 g) in cyclohexane (1 ml). The reaction mixture was stirred at 21° C. for 18 hours and then refluxed for 2 hours. The reaction mixture was partitioned between water and ethyl acetate; the aqueous layer separated and extracted twice ... The reactants are [N+](=O)([O-])C=1C=C2C=CNC2=CC1 (5-nitroindole), BrCC1=C(C=C(C#N)C=C1)OC (4-bromomethyl-3-methoxybenzonitrile). Reagents/catalysts: [Ag]=O (silver oxide), [Ag-]=O (silver (I) oxide). Run in O1CCOCC1 (dioxane). Reaction conditions: temperature 100 celsius, time 1 hour. The product is C(#N)C1=CC(=C(CC=2NC3=CC=C(C=C3C2)[N+](=O)[O-])C=C1)OC (4-cyano-2-methoxybenzyl-5-nitroindole). Yield: 30.5%. Reaction SMILES: [N+:1]([C:4]1[CH:5]=[C:6]2[C:10](=[CH:11][CH:12]=1)[NH:9][CH:8]=[CH:7]2)([O-:3])=[O:2].Br[CH2:14][C:15]1[CH:22]=[CH:21][C:18]([C:19]#[N:20])=[CH:17][C:16]=1[O:23][CH3:24]>O1CCOCC1.[Ag-]=O.[Ag]=O>[C:19]([C:18]1[CH:21]=[CH:22][C:15]([CH2:14][C:8]2[NH:9][C:10]3[C:6]([CH:7]=2)=[CH:5][C:4]([N+:1]([O-:3])=[O:2])=[CH:12][CH:11]=3)=[C:16]([O:23][CH3:24])[CH:17]=1)#[N:20]. Procedure details: An efficiently stirred mixture of 5-nitroindole (3.24 g.), bromide (W) (4.57 g.) and silver (I) oxide (4.87 g.) in dry dioxane (90 ml.) was heated at 100° C. for 5 hours. Additional silver oxide (2 g.) was added, and heating continued for 1 hour. The cooled mixture was evaporated, the residue diluted with dichloromethane, filtered, washing the filter cake with dichloromethane until the washings were colorless, and the combined filtrate evaporated. The product was purified by flash chromatography... The reactants are FC(C(=O)O)(F)F (trifluoroacetic acid), O=C1NCC=2C=C(C=NC2C1C(=O)OC(C)(C)C)C(F)(F)F (tert-Butyl 7-oxo-3-(trifluoromethyl)-5,6,7,8-tetrahydro-1,6-naphthyridine-8-carboxylate), resultant solution. Run in ClCCl (dichloromethane). The product is FC(C=1C=NC=2CC(NCC2C1)=O)(F)F (3-(Trifluoromethyl)-5,8-dihydro-1,6-naphthyridin-7(6H)-one). As a reaction SMILES: [O:1]=[C:2]1[CH:11](C(OC(C)(C)C)=O)[C:10]2[N:9]=[CH:8][C:7]([C:19]([F:22])([F:21])[F:20])=[CH:6][C:5]=2[CH2:4][NH:3]1.FC(F)(F)C(O)=O>ClCCl>[F:21][C:19]([F:20])([F:22])[C:7]1[CH:8]=[N:9][C:10]2[CH2:11][C:2](=[O:1])[NH:3][CH2:4][C:5]=2[CH:6]=1. Procedure: To a mixture of the product from Step F above (16 g, 51 mmol) in dichloromethane (60 mL) was added trifluoroacetic acid (30 mL) and the resultant solution was stirred at room temperature for 0.5 h. The solution was evaporated under reduced pressure and the residue was dissolved in dichloromethane. The mixture was neutralized by the slow addition of a solution of saturated sodium bicarbonate and the organic layer was removed. The aqueous layer was extracted with four portions of dichloromethane a... The reactants are C(C)(=O)OCC (ethyl acetate), NC1=C(C=NN1)C(=O)C=1SC=CC1 ((5-amino-1H-pyrazol-4-yl)-thiophene-2-yl-methanone), CN(C=CC(=O)C=1C=CC(=C(C1)N(S(=O)(=O)C)C)F)C (N-[5-(3-dimethylamino-acryloyl)-2-fluoro-phenyl]-N-methyl-methanesulfonamide). The solvent is C(C)(=O)O (acetic acid). Yields the product FC1=C(C=C(C=C1)C1=CC=NC=2N1N=CC2C(=O)C=2SC=CC2)N(S(=O)(=O)C)C (N-{2-fluoro-5-[3-(thiophene-2-carbonyl)-pyrazolo[1,5-a]pyrimidin-7-yl]-phenyl}-N-methyl-methanesulfonamide). Isolated yield 78.1%. As a reaction SMILES: [NH2:1][C:2]1[NH:6][N:5]=[CH:4][C:3]=1[C:7]([C:9]1[S:10][CH:11]=[CH:12][CH:13]=1)=[O:8].CN(C)[CH:16]=[CH:17][C:18]([C:20]1[CH:21]=[CH:22][C:23]([F:32])=[C:24]([N:26]([CH3:31])[S:27]([CH3:30])(=[O:29])=[O:28])[CH:25]=1)=O.C(OCC)(=O)C>C(O)(=O)C>[F:32][C:23]1[CH:22]=[CH:21][C:20]([C:18]2[N:6]3[N:5]=[CH:4][C:3]([C:7]([C:9]4[S:10][CH:11]=[CH:12][CH:13]=4)=[O:8])=[C:2]3[N:1]=[CH:16][CH:17]=2)=[CH:25][C:24]=1[N:26]([CH3:31])[S:27]([CH3:30])(=[O:29])=[O:28]. Procedure: A mixture of 0.064 g (0.33 mmol) of (5-amino-1H-pyrazol-4-yl)-thiophene-2-yl-methanone and 0.1 g (0.33 mmol) of N-[5-(3-dimethylamino-acryloyl)-2-fluoro-phenyl]-N-methyl-methanesulfonamide in 10 ml of glacial acetic acid was refluxed for 2.5 hours and then the solvent was removed by reduced pressure distillation. To the resulting residue were added 15 ml of dichloromethane and 10 ml of saturated sodium bicarbonate solution. The two layers were separated, and the aqueous layer was washed with 10 ... The reactants are NC1=C2N(C(C(=C1NC1=C(C=C(C=C1)I)F)C)=O)CCS2 (8-amino-7-(2-fluoro-4-iodo-phenylamino)-6-methyl-2,3-dihydro-thiazolo[3,2-a]pyridin-5-one), CN(S(=O)(=O)Cl)C (dimethyl aminosulfonyl chloride). Run in N1=CC=CC=C1 (pyridine). The product is FC1=C(C=CC(=C1)I)NC=1C(=C2N(C(C1C)=O)CCS2)NS(=O)(=O)N(C)C (N-[7-(2-Fluoro-4-iodo-phenylamino)-6-methyl-5-oxo-2,3-dihydro-5H-thiazolo[3,2-a]pyridin-8-yl]-dimethylaminosulfonamide). The yield is 317.8%. As a reaction SMILES: [NH2:1][C:2]1[C:7]([NH:8][C:9]2[CH:14]=[CH:13][C:12]([I:15])=[CH:11][C:10]=2[F:16])=[C:6]([CH3:17])[C:5](=[O:18])[N:4]2[CH2:19][CH2:20][S:21][C:3]=12.[CH3:22][N:23]([CH3:28])[S:24](Cl)(=[O:26])=[O:25]>N1C=CC=CC=1>[F:16][C:10]1[CH:11]=[C:12]([I:15])[CH:13]=[CH:14][C:9]=1[NH:8][C:7]1[C:2]([NH:1][S:24]([N:23]([CH3:28])[CH3:22])(=[O:26])=[O:25])=[C:3]2[S:21][CH2:20][CH2:19][N:4]2[C:5](=[O:18])[C:6]=1[CH3:17]. Procedure: Using the same reaction conditions and workup as described for the preparation of Example 19A, 8-amino-7-(2-fluoro-4-iodo-phenylamino)-6-methyl-2,3-dihydro-thiazolo[3,2-a]pyridin-5-one (I-19f: 0.2 g, 0.048 mmol) in pyridine (2 mL) was reacted with dimethyl aminosulfonyl chloride (76 mg, 0.528 mmol) to afford the crude product. Purification by column chromatography on silica gel (2% MeOH in CHCl3) afforded 0.08 g of the product (32% yield). Reactants: BrC(Br)(Br)Br, O=Cc1ccc(OCc2ccccc2)cc1, ClCCl, c1ccc(P(c2ccccc2)c2ccccc2)cc1. Product: BrC(Br)Cc1ccc(OCc2ccccc2)cc1. Reaction SMILES: [C:1]([Br:2])([Br:3])([Br:4])[Br:5].[CH2:25]([c:26]1[cH:27][cH:28][cH:29][cH:30][cH:31]1)[O:32][c:33]1[cH:34][cH:35][c:36]([CH:37]=[O:38])[cH:39][cH:40]1.[Cl:41][CH2:42][Cl:43].[c:6]1([P:7]([c:8]2[cH:9][cH:10][cH:11][cH:12][cH:13]2)[c:14]2[cH:15][cH:16][cH:17][cH:18][cH:19]2)[cH:20][cH:21][cH:22][cH:23][cH:24]1>>[CH:1]([Br:2])([Br:5])[CH2:37][c:36]1[cH:35][cH:34][c:33]([O:32][CH2:25][c:26]2[cH:27][cH:28][cH:29][cH:30][cH:31]2)[cH:40][cH:39]1. The reactants are ClC1=CC(=C(C=C1OC1=NC=CC=C1C(F)(F)F)NC(CCl)=O)F (N-[4-chloro-2-fluoro-5-(3-trifluoromethyl-2-pyridyloxy)phenyl]-2-chloroacetamide), C(C)N (ethylamine). Reaction SMILES: [Cl:1][C:2]1[C:7]([O:8][C:9]2[C:14]([C:15]([F:18])([F:17])[F:16])=[CH:13][CH:12]=[CH:11][N:10]=2)=[CH:6][C:5]([NH:19][C:20](=[O:23])[CH2:21]Cl)=[C:4]([F:24])[CH:3]=1.[CH2:25]([NH2:27])[CH3:26]>C(O)C>[Cl:1][C:2]1[C:7]([O:8][C:9]2[C:14]([C:15]([F:18])([F:17])[F:16])=[CH:13][CH:12]=[CH:11][N:10]=2)=[CH:6][C:5]([NH:19][C:20](=[O:23])[CH2:21][NH:27][CH2:25][CH3:26])=[C:4]([F:24])[CH:3]=1. Reported procedure: A solution of N-[4-chloro-2-fluoro-5-(3-trifluoromethyl-2-pyridyloxy)phenyl]-2-chloroacetamide (1.4 g) and 70% ethylamine (5 ml) in ethanol (25 ml) was heated at reflux for 3 hours and evaporated to dryness. The residue was processed to give a yellow solid (1.0 g). 1H NMR (CDCl3, TMS): 1.16(3H, t, J=7 Hz), 2.72(2H, q, J=7 Hz), 3.39(2H, s), 7.10(1H, dd, J=6,8 Hz), 7.26(1H, d, J=8 Hz), 8.00(1H, m), 8.24(1H, m), 8.45(1H, d, J=8 Hz), 9.86(1H, s). Yields the product ClC1=CC(=C(C=C1OC1=NC=CC=C1C(F)(F)F)NC(CNCC)=O)F (N-[4-Chloro-2-fluoro-5-(3-trifluoromethyl-2-pyridyloxy)phenyl]-2-ethylaminoacetamide). Solvent: C(C)O (ethanol). Starting materials: C1(CC1)C(=O)O (cyclopropanecarboxylic acid), C(C)O (ethanol), N,N'-carbonyldiimidazole, NC1=NC2=NC(=CC=C2C=C1)OC1=CC=CC=C1 (2-amino-7-phenoxy-1,8-naphthyridine). Solvent: O (water). Reaction conditions: temperature 4 celsius. Yields the product O(C1=CC=CC=C1)C1=CC=C2C=CC(=NC2=N1)NC(=O)C1CC1 (N-(7-Phenoxy-1,8-naphthyridin-2-yl)cyclopropanecarboxamide). The yield is 49.7%. RXN SMILES: [CH:1]1([C:4]([OH:6])=O)[CH2:3][CH2:2]1.[NH2:7][C:8]1[CH:17]=[CH:16][C:15]2[C:10](=[N:11][C:12]([O:18][C:19]3[CH:24]=[CH:23][CH:22]=[CH:21][CH:20]=3)=[CH:13][CH:14]=2)[N:9]=1.C(O)C>O>[O:18]([C:12]1[N:11]=[C:10]2[C:15]([CH:16]=[CH:17][C:8]([NH:7][C:4]([CH:1]3[CH2:3][CH2:2]3)=[O:6])=[N:9]2)=[CH:14][CH:13]=1)[C:19]1[CH:20]=[CH:21][CH:22]=[CH:23][CH:24]=1. Procedure: The procedure is similar to that described in Example 1, but starting with cyclopropanecarboxylic acid (4.8 g), N,N'-carbonyldiimidazole (9.07 g) and 2-amino-7-phenoxy-1,8-naphthyridine (10 g). The product produced by precipitation in water (11.2 g; m.p. approximately 170° C.) is dissolved in boiling ethanol (200 cc). After 2 hours' cooling at 4° C., the crystallised solid is separated by filtration, washed with ethanol (2×10 cc) and dried at 40° C. under reduced pressure (0.067 kPa). N-(7-Pheno...